Task: describe an organic reaction: reactants, conditions, products, and yield. Dataset: the Open Reaction Database (ORD), a public repository of structured organic reaction records Starting materials: C(#N)CC=1C=C(OCC(=O)OC(C)(C)C)C=CC1 (tert-butyl [3-(cyanomethyl)phenoxy]acetate), [BH4-].[Na+] (sodium borohydride), O (water). The reagents and catalysts are [Co](Cl)Cl (cobalt chloride). Solvent: C1CCOC1 (THF), CO (methanol). Run at time 10 minute. The product is NCCC=1C=C(OCC(=O)OC(C)(C)C)C=CC1 (tert-butyl [3-(2-aminoethyl)phenoxy]acetate). Isolated yield 62.2%. RXN SMILES: [C:1]([CH2:3][C:4]1[CH:5]=[C:6]([CH:16]=[CH:17][CH:18]=1)[O:7][CH2:8][C:9]([O:11][C:12]([CH3:15])([CH3:14])[CH3:13])=[O:10])#[N:2].O.[BH4-].[Na+]>C1COCC1.CO.[Co](Cl)Cl>[NH2:2][CH2:1][CH2:3][C:4]1[CH:5]=[C:6]([CH:16]=[CH:17][CH:18]=1)[O:7][CH2:8][C:9]([O:11][C:12]([CH3:15])([CH3:13])[CH3:14])=[O:10] |f:2.3|. Procedure: To a solution of 1 g of tert-butyl [3-(cyanomethyl)phenoxy]acetate in 20 ml of THF and 10 ml of methanol was added dropwise a suspension of 1.31 g of cobalt chloride and 20 ml of water, and then 459 mg of sodium borohydride was portionwise added thereto at room temperature. After stirring at room temperature for 10 minutes, the insoluble material was separated by filtration over Celite, washed with methanol, and then concentrated. The obtained residue was extracted with chloroform, and dried ove... The reactants are BrC=1C(=NC=NC1OCCOC1=NC=C(C=N1)SC)N (5-bromo-6-[2-(5-methylthiopyrimidin-2-yloxy)ethoxy]pyrimidine-4-amine), [H-].[Na+] (sodium hydride), [Cl-].[NH4+] (ammonium chloride), C(C)(C)(C)C1=CC=C(C=C1)S(=O)(=O)Cl (4-tert-butylbenzenesulfonyl chloride). Solvent: O (water), N1=CC=CC=C1 (pyridine), O1CCCC1 (tetrahydrofuran). Reaction conditions: time 20 minute. Product: BrC=1C(=NC=NC1OCCOC1=NC=C(C=N1)SC)NS(=O)(=O)C1=CC=C(C=C1)C(C)(C)C (N-{5-bromo-6-[2-(5-methylthiopyrimidin-2-yloxy)ethoxy]-pyrimidin-4-yl}-4-tert-butylbenzenesulfonamide). Yield: 85.5%. Reaction SMILES: [Br:1][C:2]1[C:3]([NH2:20])=[N:4][CH:5]=[N:6][C:7]=1[O:8][CH2:9][CH2:10][O:11][C:12]1[N:17]=[CH:16][C:15]([S:18][CH3:19])=[CH:14][N:13]=1.[H-].[Na+].[C:23]([C:27]1[CH:32]=[CH:31][C:30]([S:33](Cl)(=[O:35])=[O:34])=[CH:29][CH:28]=1)([CH3:26])([CH3:25])[CH3:24].[Cl-].[NH4+]>O1CCCC1.O.N1C=CC=CC=1>[Br:1][C:2]1[C:3]([NH:20][S:33]([C:30]2[CH:31]=[CH:32][C:27]([C:23]([CH3:26])([CH3:25])[CH3:24])=[CH:28][CH:29]=2)(=[O:35])=[O:34])=[N:4][CH:5]=[N:6][C:7]=1[O:8][CH2:9][CH2:10][O:11][C:12]1[N:13]=[CH:14][C:15]([S:18][CH3:19])=[CH:16][N:17]=1 |f:1.2,4.5|. Reported procedure: To a solution of 5-bromo-6-[2-(5-methylthiopyrimidin-2-yloxy)ethoxy]pyrimidine-4-amine (102 mg) in tetrahydrofuran (2 ml) is added sodium hydride (60% dispersion-type, 34 mg), and thereto is added 4-tert-butylbenzenesulfonyl chloride (198 mg). The mixture is stirred at room temperature for 20 minutes, and thereto are added a drop of pyridine and water. The mixture is stirred at room temperature for 30 minutes, and neutralized with saturated aqueous ammonium chloride solution. The mixture is extr... Starting materials: CCO, O=Cc1ccccc1, O=C1CN2CCC1CC2, [Na+], [OH-]. Product: O=C1C(=Cc2ccccc2)N2CCC1CC2. As a reaction SMILES: [CH3:20][CH2:21][OH:22].[CH:10](=[O:11])[c:12]1[cH:13][cH:14][cH:15][cH:16][cH:17]1.[N:1]12[CH2:2][C:3](=[O:9])[CH:4]([CH2:5][CH2:6]1)[CH2:7][CH2:8]2.[Na+:19].[OH-:18]>>[N:1]12[C:2](=[CH:10][c:12]3[cH:13][cH:14][cH:15][cH:16][cH:17]3)[C:3](=[O:9])[CH:4]([CH2:5][CH2:6]1)[CH2:7][CH2:8]2. Starting materials: C(N)(=O)C1=C(C=CC=C1)C1=NNC(=N1)C1=CC=C(C=C1)Cl (3-(2-Carbamoylphenyl)-5-(4-chlorophenyl)-1H-1,2,4-triazole), CN(C=O)C (dimethylformamide), C(C)(=O)[O-].C(C)(=O)[O-].C(C)(=O)[O-].C(C)(=O)[O-].[Pb+4] (Lead tetraacetate). Yields the product ClC1=CC=C(C=C1)C1=NN2C(NC=3C=CC=CC3C2=N1)=O (2-(4-chlorophenyl)-[1,2,4]-triazolo[1,5-c]quinazolin-5(6H)one). Reaction SMILES: C([C:4]1[CH:9]=[CH:8][CH:7]=[CH:6][C:5]=1[C:10]1[N:14]=[C:13]([C:15]2[CH:20]=[CH:19][C:18]([Cl:21])=[CH:17][CH:16]=2)[NH:12][N:11]=1)(=O)N.C([O-])(=O)C.C([O-])(=O)C.C([O-])(=O)C.C([O-])(=O)C.[Pb+4].C[N:40](C)[CH:41]=[O:42]>>[Cl:21][C:18]1[CH:17]=[CH:16][C:15]([C:13]2[N:14]=[C:10]3[N:11]([C:41](=[O:42])[NH:40][C:4]4[CH:9]=[CH:8][CH:7]=[CH:6][C:5]=43)[N:12]=2)=[CH:20][CH:19]=1 |f:1.2.3.4.5|. Procedure: Seven grams of 3-(2-Carbamoylphenyl)-5-(4-chlorophenyl)-1H-1,2,4-triazole are dissolved in dry dimethylformamide (180 ml) at 50° C. Lead tetraacetate (10.4 g) is added under stirring and the reaction mixture is stirred under nitrogen for ten minutes. The reaction mixture is quenched in crushed ice (500 ml) containing concentrated hydrochloric acid (50 ml). The white solid which forms is collected, washed thoroughly with cold water and recrystallized from 2-methoxyethanol to afford 2-(4-chlorophe... Reaction SMILES: C[O:2][C:3]1[CH:4]=[C:5]2[C:9](=[N:10][CH:11]=1)[NH:8][CH:7]=[CH:6]2.[Al+3].[Cl-].[Cl-].[Cl-].Br[CH2:17][C:18](Br)=O.[NH2:21][C:22]([NH2:24])=[S:23]>>[OH:2][C:3]1[CH:4]=[C:5]2[C:6]([C:17]3[N:21]=[C:22]([NH2:24])[S:23][CH:18]=3)=[CH:7][NH:8][C:9]2=[N:10][CH:11]=1 |f:1.2.3.4|. The reactants are COC=1C=C2C=CNC2=NC1 (5-methoxy-7-azaindole), NC(=S)N (thiourea), [Al+3].[Cl-].[Cl-].[Cl-] (AlCl3), BrCC(=O)Br (bromoacetylbromide). Procedure: The title compound was synthesized in 2 steps in a manner similar to that described above using 5-methoxy-7-azaindole (0.37 g, 2.48 mmol), AlCl3 (1 g, 7.54 mmol), bromoacetylbromide (0.2 mL, 3 mmol) and thiourea (0.14 g, 1.88 mmol) (0.21 g, 39%, 2 steps) as a brown solid. Mass Spec.; MS 233 (M+1); 1H NMR(DMSO-d6, 500 MHz) δ 11.37 (s,1H), 9.10(s,1H), 7.86(d,1H), 7.70(d,1H), 7.61(d,1H), 6.88(s,2H), 6.67(s,1H). Yields the product OC=1C=C2C(=NC1)NC=C2C=2N=C(SC2)N (4-(5-Hydroxy-1H-pyrrolo[2,3-b]pyridin-3-yl)thiazol-2-amine). Starting materials: CC(=O)c1sc2ccccc2c1Br, C1CCOC1, CC(C)(C)S(N)=O, CC[O-], CC[O-], CC[O-], CC[O-], [Ti+4]. The product is CC(=NS(=O)C(C)(C)C)c1sc2ccccc2c1Br. RXN SMILES: [Br:8][c:9]1[c:10]2[c:11]([s:12][c:13]1[C:14]([CH3:15])=[O:16])[cH:17][cH:18][cH:19][cH:20]2.[CH2:21]1[O:22][CH2:23][CH2:24][CH2:25]1.[CH3:1][C:2]([CH3:3])([CH3:4])[S:5](=[O:6])[NH2:7].[CH3:26][CH2:27][O-:28].[CH3:30][CH2:31][O-:32].[CH3:33][CH2:34][O-:35].[CH3:36][CH2:37][O-:38].[Ti+4:29]>>[CH3:1][C:2]([CH3:3])([CH3:4])[S:5](=[O:6])[N:7]=[C:14]([c:13]1[c:9]([Br:8])[c:10]2[c:11]([s:12]1)[cH:17][cH:18][cH:19][cH:20]2)[CH3:15].